From a dataset of the Open Reaction Database (ORD), a public repository of structured organic reaction records. describe an organic reaction: reactants, conditions, products, and yield Starting materials: CS(=O)(=O)OCC1=NOC(=C1C1=C(C=CC=C1)C(C1=CC=C(C=C1)Cl)=O)C ((4-(2-(4-chlorobenzoyl)phenyl)-5-methylisoxazol-3-yl)methyl methanesulfonate), CN(C)C=O (DMF), [N-]=[N+]=[N-].[Na+] (sodium azide). Solvent: O (water). Reaction conditions: time 2 hour. Yields the product N(=[N+]=[N-])CC1=NOC(=C1C1=C(C=CC=C1)C(=O)C1=CC=C(C=C1)Cl)C ((2-(3-(azidomethyl)-5-methylisoxazol-4-yl)phenyl) (4-chlorophenyl)methanone). RXN SMILES: CS(O[CH2:6][C:7]1[C:11]([C:12]2[CH:17]=[CH:16][CH:15]=[CH:14][C:13]=2[C:18](=[O:26])[C:19]2[CH:24]=[CH:23][C:22]([Cl:25])=[CH:21][CH:20]=2)=[C:10]([CH3:27])[O:9][N:8]=1)(=O)=O.CN(C=O)C.[N-:33]=[N+:34]=[N-:35].[Na+]>O>[N:33]([CH2:6][C:7]1[C:11]([C:12]2[CH:17]=[CH:16][CH:15]=[CH:14][C:13]=2[C:18]([C:19]2[CH:24]=[CH:23][C:22]([Cl:25])=[CH:21][CH:20]=2)=[O:26])=[C:10]([CH3:27])[O:9][N:8]=1)=[N+:34]=[N-:35] |f:2.3|. Procedure: To a round bottomed flask was added (4-chlorophenyl)(2-(3-(hydroxymethyl)-5-methylisoxazol-4-yl)phenyl)methanone (47.2 mg, 0.144 mmol), DCM, and Et3N (40.1 μl, 0.288 mmol). The solution was cooled to 0° C. before addition of Ms-Cl (13.47 μl, 0.173 mmol). The reaction was stirred at 0° C. for 30 min before addition of water. The layers were separated and the aqueous was extracted with DCM. The combined organics were dried over Na2SO4, filtered, and concentrated to afford crude (4-(2-(4-chlorobenz... Product: NC1=NC(=CC(=N1)N1C[C@H](CC[C@H]1C)C(=O)NCC1CCCCC1)C1=CC=C2C(=NNC2=C1)N ((3S,6R)-1-[2-amino-6-(3-amino-1H-indazol-6-yl)-4-pyrimidinyl]-N-(cyclohexylmethyl)-6-methyl-3-piperidinecarboxamide). The solvent is O (Water), CO (CH3OH). RXN SMILES: [NH2:1][C:2]1[N:7]=[C:6]([N:8]2[C@H:13]([CH3:14])[CH2:12][CH2:11][C@H:10]([C:15]([NH:17][CH2:18][CH:19]3[CH2:24][CH2:23][CH2:22][CH2:21][CH2:20]3)=[O:16])[CH2:9]2)[CH:5]=[C:4]([C:25]2[CH:30]=[CH:29][C:28]([C:31]#[N:32])=[C:27](F)[CH:26]=2)[N:3]=1.CCO.CCN(C(C)C)C(C)C.[NH2:46][NH2:47]>O.CO>[NH2:1][C:2]1[N:7]=[C:6]([N:8]2[C@H:13]([CH3:14])[CH2:12][CH2:11][C@H:10]([C:15]([NH:17][CH2:18][CH:19]3[CH2:24][CH2:23][CH2:22][CH2:21][CH2:20]3)=[O:16])[CH2:9]2)[CH:5]=[C:4]([C:25]2[CH:26]=[C:27]3[C:28]([C:31]([NH2:32])=[N:46][NH:47]3)=[CH:29][CH:30]=2)[N:3]=1. Yield: 59.9%. Procedure details: Into a microwave tube, (3S,6R)-1-[2-amino-6-(4-cyano-3-fluorophenyl)-4-pyrimidinyl]-N-(cyclohexylmethyl)-6-methyl-3-piperidinecarboxamide (187 mg, 0.415 mmol), 5 mL of EtOH, Hunig's base (0.290 ml, 1.66 mmol), and hydrazine anhydrous (0.078 ml, 2.49 mmol) were added, and the yellow suspension mixture was heated overnight at 110° C. in an oil bath. LCMS showed mainly product. CH3OH (5 mL) was added to the solution. The black solid and the yellow solution were carefully separated due to the black ... Starting materials: NC1=NC(=CC(=N1)N1C[C@H](CC[C@H]1C)C(=O)NCC1CCCCC1)C1=CC(=C(C=C1)C#N)F ((3S,6R)-1-[2-amino-6-(4-cyano-3-fluorophenyl)-4-pyrimidinyl]-N-(cyclohexylmethyl)-6-methyl-3-piperidinecarboxamide), CCO (EtOH), CCN(C(C)C)C(C)C (Hunig's base), NN (hydrazine). Conditions: temperature 110 celsius. Reactants: O=C([O-])O, C1CCOC1, O=C(Cl)OCc1ccccc1Cl, [Na+], O=S(=O)(Cc1ccccc1)N1CCC(c2nc(-c3ccc4c(c3)OCO4)c(-c3ccccn3)[nH]2)CC1. Yields the product O=C(OCc1ccccc1Cl)N1CCC(c2nc(-c3ccc4c(c3)OCO4)c(-c3ccccn3)[nH]2)CC1. RXN SMILES: [C:54](=[O:55])([OH:56])[O-:57].[CH2:49]1[O:50][CH2:51][CH2:52][CH2:53]1.[Cl:1][C:2](=[O:3])[O:4][CH2:5][c:6]1[c:7]([Cl:12])[cH:8][cH:9][cH:10][cH:11]1.[Na+:58].[O:13]1[CH2:14][O:15][c:16]2[c:17]1[cH:18][cH:19][c:20](-[c:22]1[c:23](-[c:43]3[n:44][cH:45][cH:46][cH:47][cH:48]3)[nH:24][c:25]([CH:27]3[CH2:28][CH2:29][N:30]([S:33]([CH2:34][c:35]4[cH:36][cH:37][cH:38][cH:39][cH:40]4)(=[O:41])=[O:42])[CH2:31][CH2:32]3)[n:26]1)[cH:21]2>>[C:2](=[O:3])([O:4][CH2:5][c:6]1[c:7]([Cl:12])[cH:8][cH:9][cH:10][cH:11]1)[N:30]1[CH2:29][CH2:28][CH:27]([c:25]2[nH:24][c:23](-[c:43]3[n:44][cH:45][cH:46][cH:47][cH:48]3)[c:22](-[c:20]3[cH:19][cH:18][c:17]4[c:16]([cH:21]3)[O:15][CH2:14][O:13]4)[n:26]2)[CH2:32][CH2:31]1. Starting materials: BrCCCOC1CCCCO1, CCN(C(C)C)C(C)C, CCOC(C)=O, [I-], [Na+], CN(C)C=O, O, c1cncc(CCNCc2ccncc2)c1. Product: c1cncc(CCN(CCCOC2CCCCO2)Cc2ccncc2)c1. Reaction SMILES: [Br:3][CH2:4][CH2:5][CH2:6][O:7][CH:8]1[O:9][CH2:10][CH2:11][CH2:12][CH2:13]1.[CH2:30]([N:31]([CH:32]([CH3:33])[CH3:34])[CH:35]([CH3:36])[CH3:37])[CH3:38].[CH3:39][CH2:40][O:41][C:42](=[O:43])[CH3:44].[I-:2].[Na+:1].[O:46]=[CH:47][N:48]([CH3:49])[CH3:50].[OH2:45].[n:14]1[cH:15][c:16]([CH2:20][CH2:21][NH:22][CH2:23][c:24]2[cH:25][cH:26][n:27][cH:28][cH:29]2)[cH:17][cH:18][cH:19]1>>[CH2:4]([CH2:5][CH2:6][O:7][CH:8]1[O:9][CH2:10][CH2:11][CH2:12][CH2:13]1)[N:22]([CH2:21][CH2:20][c:16]1[cH:15][n:14][cH:19][cH:18][cH:17]1)[CH2:23][c:24]1[cH:25][cH:26][n:27][cH:28][cH:29]1.